From a dataset of the Open Reaction Database (ORD), a public repository of structured organic reaction records. describe an organic reaction: reactants, conditions, products, and yield The reactants are CCO, CC(C)c1nc(I)[nH]c1I, [Na+], [Na+], O, O=S([O-])[O-]. Yields the product CC(C)c1nc[nH]c1I. As a reaction SMILES: [CH3:18][CH2:19][OH:20].[I:8][c:9]1[nH:10][c:11]([I:17])[c:12]([CH:14]([CH3:15])[CH3:16])[n:13]1.[Na+:6].[Na+:7].[OH2:1].[S:2]([O-:3])([O-:4])=[O:5]>>[cH:9]1[nH:10][c:11]([I:17])[c:12]([CH:14]([CH3:15])[CH3:16])[n:13]1. Reactants: Cc1cccc(C(=O)O)c1Cl, Cc1cccc(-c2sc(C)nc2C(=O)N2CC3CC3C2CN)c1. The product is Cc1cccc(-c2sc(C)nc2C(=O)N2CC3CC3C2CNC(=O)c2cccc(C)c2Cl)c1. Reaction SMILES: [Cl:24][c:25]1[c:26]([C:27](=[O:28])[OH:29])[cH:30][cH:31][cH:32][c:33]1[CH3:34].[NH2:1][CH2:2][CH:3]1[CH:4]2[CH2:5][CH:6]2[CH2:7][N:8]1[C:9](=[O:10])[c:11]1[n:12][c:13]([CH3:23])[s:14][c:15]1-[c:16]1[cH:17][c:18]([CH3:22])[cH:19][cH:20][cH:21]1>>[NH:1]([CH2:2][CH:3]1[CH:4]2[CH2:5][CH:6]2[CH2:7][N:8]1[C:9](=[O:10])[c:11]1[n:12][c:13]([CH3:23])[s:14][c:15]1-[c:16]1[cH:17][c:18]([CH3:22])[cH:19][cH:20][cH:21]1)[C:27]([c:26]1[c:25]([Cl:24])[c:33]([CH3:34])[cH:32][cH:31][cH:30]1)=[O:28]. Reactants: C1(=CC=CC=C1)C(C(=O)OC)(N1C=NC=C1)C1=CC=CC=C1 (methyl α,α-diphenyl-1H- imidazole-1-acetate), C1(=CC=CC=C1)C(N1N=CN=C1)(C1=CC(=CC=C1)C(F)(F)F)C1=CC=CC=C1 (1-[diphenyl[3-(trifluoromethyl)phenyl]methyl]-1H-1,2, 4-triazole), C1=CC=C(C=C1)C(C2=CC=CC=C2)(C3=CC(=CC=C3)C(F)(F)F)N4C=NC=N4 (fluotrimazole). The product is C1(=CC=CC=C1)C(C#C)(C1=CC=CC=C1)N1C=NC=C1 (1-(1,1-diphenyl-2-propynyl)-1H-imidazole). RXN SMILES: [C:1]1([C:7]([C:17]2[CH:22]=[CH:21][CH:20]=[CH:19][CH:18]=2)([N:12]2[CH:16]=[CH:15][N:14]=[CH:13]2)[C:8](OC)=O)[CH:6]=[CH:5][CH:4]=[CH:3][CH:2]=1.[C:23]1(C(C2C=CC=CC=2)(C2C=CC=C(C(F)(F)F)C=2)N2C=NC=N2)C=CC=CC=1>>[C:1]1([C:7]([N:12]2[CH:16]=[CH:15][N:14]=[CH:13]2)([C:17]2[CH:22]=[CH:21][CH:20]=[CH:19][CH:18]=2)[C:8]#[CH:23])[CH:6]=[CH:5][CH:4]=[CH:3][CH:2]=1. Procedure: methyl α,α-diphenyl-1H- imidazole-1-acetate; and 1-[diphenyl[3-(trifluoromethyl)phenyl]methyl]-1H-1,2, 4-triazole, generically designated as fluotrimazole. Reactants: OCCBr, COc1ccc2cc(C(C)C(=O)O)ccc2c1, [Na], CN(C)C=O. Product: COc1ccc2cc(C(C)C(=O)OCCO)ccc2c1. RXN SMILES: [Br:19][CH2:20][CH2:21][OH:22].[CH3:2][O:3][c:4]1[cH:5][c:6]2[cH:7][cH:8][c:9]([CH:14]([C:15](=[O:16])[OH:17])[CH3:18])[cH:10][c:11]2[cH:12][cH:13]1.[Na:1].[O:23]=[CH:24][N:25]([CH3:26])[CH3:27]>>[CH3:2][O:3][c:4]1[cH:5][c:6]2[cH:7][cH:8][c:9]([CH:14]([C:15](=[O:16])[O:17][CH2:20][CH2:21][OH:22])[CH3:18])[cH:10][c:11]2[cH:12][cH:13]1. The reactants are ClC=1C=C(C(=O)NN)C=CC1O (3-chloro-4-hydroxybenzoic acid hydrazide), C(C)OC(C)(OCC)OCC (1,1,1-triethoxyethane). Product: ClC1=C(C=CC(=C1)C=1OC(=NN1)C)O (2-Chloro-4-(5-methyl-1,3,4-oxadiazol-2-yl)phenol). As a reaction SMILES: [Cl:1][C:2]1[CH:3]=[C:4]([CH:9]=[CH:10][C:11]=1[OH:12])[C:5]([NH:7][NH2:8])=[O:6].[CH2:13](OC(OCC)(OCC)C)[CH3:14]>>[Cl:1][C:2]1[CH:3]=[C:4]([C:5]2[O:6][C:13]([CH3:14])=[N:8][N:7]=2)[CH:9]=[CH:10][C:11]=1[OH:12]. Reported procedure: A mixture of 3-chloro-4-hydroxybenzoic acid hydrazide (6 g) and 1,1,1-triethoxyethane (90 ml) was refluxed under nitrogen for 19.5 h. On cooling and stirring, the solid which crystallised out of the reaction mixture was filtered off, washed well with ethyl acetate and dried to give the title compound (1.8 g) T.l.c. ethanol Rf 0.65. Starting materials: C(C1=CC=CC=C1)OC(=O)N1C(OC([C@@H]1CC1CCCCC1)C(CNCCOC)O)(C)C ((4S,5RS)-3-benzyloxycarbonyl-4-cyclohexylmethyl-2,2-dimethyl-5-[(1RS)-1-hydroxy-2-(2-methoxyethylamino)ethyl]oxazolidine). Reagents/catalysts: [Pd] (palladium black). The solvent is C(C)O (ethanol). Yields the product N[C@H](C(C(CNCCOC)O)O)CC1CCCCC1 ((2RS,3RS,4S)-4-amino-5-cyclohexyl-1-(2-methoxyethylamino)-2,3-pentanediol). Isolated yield 100.3%. As a reaction SMILES: C(OC([N:11]1[C@@H:15]([CH2:16][CH:17]2[CH2:22][CH2:21][CH2:20][CH2:19][CH2:18]2)[CH:14]([CH:23]([OH:30])[CH2:24][NH:25][CH2:26][CH2:27][O:28][CH3:29])[O:13]C1(C)C)=O)C1C=CC=CC=1>C(O)C.[Pd]>[NH2:11][C@@H:15]([CH2:16][CH:17]1[CH2:22][CH2:21][CH2:20][CH2:19][CH2:18]1)[CH:14]([OH:13])[CH:23]([OH:30])[CH2:24][NH:25][CH2:26][CH2:27][O:28][CH3:29]. Procedure: 44 mg of (4S,5RS)-3-benzyloxycarbonyl-4-cyclohexylmethyl-2,2-dimethyl-5-[(1RS)-1-hydroxy-2-(2-methoxyethylamino)ethyl]oxazolidine was dissolved in 1.5 ml of ethanol, and palladium black was added thereto. The mixture was treated in the same manner as in Example 17 to obtain 27 mg of (2RS,3RS,4S)-4-amino-5-cyclohexyl-1-(2-methoxyethylamino)-2,3-pentanediol as colorless oily substance.